Dataset: the Open Reaction Database (ORD), a public repository of structured organic reaction records. Task: describe an organic reaction: reactants, conditions, products, and yield The reactants are O=C1CCc2cc(Br)ccc21, N#Cc1ccc(B(O)O)cc1, COCCOC, [Na+], [Na+], O=C([O-])[O-], O, c1ccc(P(c2ccccc2)(c2ccccc2)[Pd](P(c2ccccc2)(c2ccccc2)c2ccccc2)(P(c2ccccc2)(c2ccccc2)c2ccccc2)P(c2ccccc2)(c2ccccc2)c2ccccc2)cc1. Product: N#Cc1ccc(-c2ccc3c(c2)CCC3=O)cc1. RXN SMILES: [Br:1][c:2]1[cH:3][c:4]2[c:8]([cH:9][cH:10]1)[C:7](=[O:11])[CH2:6][CH2:5]2.[C:12](#[N:13])[c:14]1[cH:15][cH:16][c:17]([B:20]([OH:21])[OH:22])[cH:18][cH:19]1.[CH3:29][O:30][CH2:31][CH2:32][O:33][CH3:34].[Na+:23].[Na+:24].[O-:25][C:26](=[O:27])[O-:28].[OH2:35].[cH:36]1[cH:37][cH:38][c:39]([P:40]([Pd:41]([P:42]([c:43]2[cH:44][cH:45][cH:46][cH:47][cH:48]2)([c:49]2[cH:50][cH:51][cH:52][cH:53][cH:54]2)[c:55]2[cH:56][cH:57][cH:58][cH:59][cH:60]2)([P:61]([c:62]2[cH:63][cH:64][cH:65][cH:66][cH:67]2)([c:68]2[cH:69][cH:70][cH:71][cH:72][cH:73]2)[c:74]2[cH:75][cH:76][cH:77][cH:78][cH:79]2)[P:80]([c:81]2[cH:82][cH:83][cH:84][cH:85][cH:86]2)([c:87]2[cH:88][cH:89][cH:90][cH:91][cH:92]2)[c:93]2[cH:94][cH:95][cH:96][cH:97][cH:98]2)([c:99]2[cH:100][cH:101][cH:102][cH:103][cH:104]2)[c:105]2[cH:106][cH:107][cH:108][cH:109][cH:110]2)[cH:111][cH:112]1>>[c:2]1(-[c:17]2[cH:16][cH:15][c:14]([C:12]#[N:13])[cH:19][cH:18]2)[cH:3][c:4]2[c:8]([cH:9][cH:10]1)[C:7](=[O:11])[CH2:6][CH2:5]2.